The task is: describe an organic reaction: reactants, conditions, products, and yield. This data is from the Open Reaction Database (ORD), a public repository of structured organic reaction records. Starting materials: CC1(C)CCCNC1, CN1CCCC1=O, CS(C)=O, CO, CC(C)(O)c1ccc(C(=O)Nc2cc(Cl)n3nccc3n2)cc1. Product: CC1(C)CCCN(c2cc(NC(=O)c3ccc(C(C)(C)O)cc3)nc3ccnn23)C1. RXN SMILES: [CH3:24][C:25]1([CH3:31])[CH2:26][NH:27][CH2:28][CH2:29][CH2:30]1.[CH3:32][N:33]1[CH2:34][CH2:35][CH2:36][C:37]1=[O:38].[CH3:39][S:40]([CH3:41])=[O:42].[CH3:43][OH:44].[Cl:1][c:2]1[cH:3][c:4]([NH:11][C:12]([c:13]2[cH:14][cH:15][c:16]([C:19]([CH3:20])([CH3:21])[OH:22])[cH:17][cH:18]2)=[O:23])[n:5][c:6]2[n:7]1[n:8][cH:9][cH:10]2>>[c:2]1([N:27]2[CH2:26][C:25]([CH3:24])([CH3:31])[CH2:30][CH2:29][CH2:28]2)[cH:3][c:4]([NH:11][C:12]([c:13]2[cH:14][cH:15][c:16]([C:19]([CH3:20])([CH3:21])[OH:22])[cH:17][cH:18]2)=[O:23])[n:5][c:6]2[n:7]1[n:8][cH:9][cH:10]2. The reactants are C(C)(C)N(C(C)C)CC (N,N-diisopropylethylamine), ClC(=O)OCC1=CC=C(C=C1)[N+](=O)[O-] (4-nitrobenzyl chloroformate), C(C=C)NC1CCN(CC1)C(=O)OC(C)(C)C (4-(allylamino)-1-(tert-butoxycarbonyl)piperidine). The solvent is C(C)(=O)OCC (ethyl acetate), ClCCl (dichloromethane). Run at time 3 hour. Yields the product C(C)(C)(C)OC(=O)N1CCC(CC1)NCC=CC(=O)OCC1=CC=C(C=C1)[N+](=O)[O-] (1-(tert-Butoxycarbonyl)-4-(N-(4-nitrobenzyloxycarbonyl)allylamino)piperidine). Yield: 82.1%. Reaction SMILES: [CH2:1]([NH:4][CH:5]1[CH2:10][CH2:9][N:8]([C:11]([O:13][C:14]([CH3:17])([CH3:16])[CH3:15])=[O:12])[CH2:7][CH2:6]1)[CH:2]=[CH2:3].C(N(CC)C(C)C)(C)C.Cl[C:28]([O:30][CH2:31][C:32]1[CH:37]=[CH:36][C:35]([N+:38]([O-:40])=[O:39])=[CH:34][CH:33]=1)=[O:29]>ClCCl.C(OCC)(=O)C>[C:14]([O:13][C:11]([N:8]1[CH2:7][CH2:6][CH:5]([NH:4][CH2:1][CH:2]=[CH:3][C:28]([O:30][CH2:31][C:32]2[CH:33]=[CH:34][C:35]([N+:38]([O-:40])=[O:39])=[CH:36][CH:37]=2)=[O:29])[CH2:10][CH2:9]1)=[O:12])([CH3:17])([CH3:16])[CH3:15]. Reported procedure: A portion of the crude 4-(allylamino)-1-(tert-butoxycarbonyl)piperidine (400 mg, 1.66 mmol) was dissolved in 10 mL of dichloromethane and treated with N,N-diisopropylethylamine (0.700 mL, 519 mg, 4.0 mmol) and 4-nitrobenzyl chloroformate (392 mg, 1.82 mmol). After stirring 3 h at RT, the mixture was diluted with 30 mL of ethyl acetate and washed with 15 mL each of 2 N aqueous HCl, saturated aqueous sodium bicarbonate, and brine. The organic layer was dried over sodium sulfate, and evaporated. Th... Starting materials: Cl.N1CC(C1)C#N (azetidine-3-carbonitrile hydrochloride), BrCCCCl (1-bromo-3-chloropropane), C(=O)([O-])[O-].[Cs+].[Cs+] (Cs2CO3). Run in CCOC(=O)C (EtOAc), C(C)#N (acetonitrile). Conditions: temperature 25 celsius, time 18 hour. The product is ClCCCN1CC(C1)C#N (1-(3-chloropropyl)azetidine-3-carbonitrile). The yield is 68.7%. As a reaction SMILES: Cl.[NH:2]1[CH2:5][CH:4]([C:6]#[N:7])[CH2:3]1.Br[CH2:9][CH2:10][CH2:11][Cl:12].C([O-])([O-])=O.[Cs+].[Cs+]>C(#N)C.CCOC(C)=O>[Cl:12][CH2:11][CH2:10][CH2:9][N:2]1[CH2:5][CH:4]([C:6]#[N:7])[CH2:3]1 |f:0.1,3.4.5|. Procedure: In a 25 mL round-bottomed flask were mixed with stirring azetidine-3-carbonitrile hydrochloride (available from ASW MedChem. Inc., 250 mg, 2.11 mmol) and 1-bromo-3-chloropropane (664 mg, 415 μL, 4.22 mmol.0) in acetonitrile (5 mL) to the suspension was added Cs2CO3 (2.06 g, 6.33 mmol). The mixture was stirred at 25° C. for 18 h, then diluted with 15 mL of EtOAc and filtered to remove solids. Filtrate was evaporated and residue purified by chromatography (40 g column, 50 μm from Analogix, 0 to 5%... Reactants: COC=1C(=NC=NC1)N1CCN(CC1)CCCC1=CNC2=CC=C(C=C12)N (3-[3-[4-(5-Methoxy-4-pyrimidyl)-1-piperazinyl]propyl]-5-amino-1H-indole), CC(C)OC=1C(C(C1OC(C)C)=O)=O (3,4-bis(1-methylethoxy)cyclobut-3-ene-1,2-dione). The solvent is C(C)O (ethanol). Run at temperature 80 celsius. Product: COC=1C(=NC=NC1)N1CCN(CC1)CCCC1=CNC2=CC=C(C=C12)NC=1C(C(C1OC(C)C)=O)=O (3-[3-[4-(5-Methoxy-4-pyrimidyl)-1-piperazinyl]propyl]-5-[1,2-dioxo-4-(1-methylethoxy)-3-cyclobuten-3-yl]amino-1H-indole). Isolated yield 67.2%. As a reaction SMILES: [CH3:1][O:2][C:3]1[C:4]([N:9]2[CH2:14][CH2:13][N:12]([CH2:15][CH2:16][CH2:17][C:18]3[C:26]4[C:21](=[CH:22][CH:23]=[C:24]([NH2:27])[CH:25]=4)[NH:20][CH:19]=3)[CH2:11][CH2:10]2)=[N:5][CH:6]=[N:7][CH:8]=1.[CH3:28][CH:29]([O:31][C:32]1[C:33](=O)[C:34](=[O:40])[C:35]=1[O:36]C(C)C)[CH3:30]>C(O)C>[CH3:1][O:2][C:3]1[C:4]([N:9]2[CH2:14][CH2:13][N:12]([CH2:15][CH2:16][CH2:17][C:18]3[C:26]4[C:21](=[CH:22][CH:23]=[C:24]([NH:27][C:33]5[C:34](=[O:40])[C:35](=[O:36])[C:32]=5[O:31][CH:29]([CH3:30])[CH3:28])[CH:25]=4)[NH:20][CH:19]=3)[CH2:11][CH2:10]2)=[N:5][CH:6]=[N:7][CH:8]=1. Procedure: A solution of 3-[3-[4-(5-methoxy-4-pyrimidyl)-1-piperazinyl]propyl]-5-aminoindole (6) (0.208 g, 0.56 mmol) and 3,4-bis (1-methylethoxy) cyclobut-3-ene-1,2-dione4 (2) (0.112 g, 0.56 mmol) in 5 mL of absolute ethanol was stirred at room temperature for 66 h and then it was heated at ca. 80° C. (oil-bath temperature) for 4 h. The cooled mixture was filtered and the residue was washed with ethanol and then dried in vacuo to give the title compound (0.190 g, 64%) as a slightly pinkish solid, mp 140°-... Starting materials: Cl.ClCC1=NN(C(=C1)C)C (3-(chloromethyl)-1,5-dimethyl-1H-pyrazole hydrochloride), IC1=NNC2=CC=CC(=C12)[N+](=O)[O-] (3-iodo-4-nitro-1H-indazole), C(=O)([O-])[O-].[K+].[K+] (K2CO3). Procedure details: To 3-(chloromethyl)-1,5-dimethyl-1H-pyrazole hydrochloride (5.01 g, 27.7 mmol) in DMF (50 mL) was added 3-iodo-4-nitro-1H-indazole (8.00 g, 27.7 mmol) and K2CO3 (15.3 g, 111 mmol). The reaction mixture was stirred for 20 hours. The mixture was concentrated under reduced pressure to remove most of the DMF. The residue was diluted with DCM (100 mL) and washed with H2O. The organic phase was dried (Na2SO4) and concentrated under reduced pressure. The residue was purified by silica gel chromatograph... The yield is 75.9%. Product: CN1N=C(C=C1C)CN1N=C(C2=C(C=CC=C12)[N+](=O)[O-])I (1-((1,5-dimethyl-1H-pyrazol-3-yl)methyl)-3-iodo-4-nitro-1H-indazole). Solvent: CN(C)C=O (DMF). As a reaction SMILES: Cl.Cl[CH2:3][C:4]1[CH:8]=[C:7]([CH3:9])[N:6]([CH3:10])[N:5]=1.[I:11][C:12]1[C:20]2[C:15](=[CH:16][CH:17]=[CH:18][C:19]=2[N+:21]([O-:23])=[O:22])[NH:14][N:13]=1.C([O-])([O-])=O.[K+].[K+]>CN(C=O)C>[CH3:10][N:6]1[C:7]([CH3:9])=[CH:8][C:4]([CH2:3][N:14]2[C:15]3[C:20](=[C:19]([N+:21]([O-:23])=[O:22])[CH:18]=[CH:17][CH:16]=3)[C:12]([I:11])=[N:13]2)=[N:5]1 |f:0.1,3.4.5|. Run at time 20 hour. Starting materials: CI, CC(C)(C)OC(=O)N1CCC(NC(=O)C(F)(F)F)C(c2ccc(Cl)c(Cl)c2)C1, [H-], [Na+], CN(C)C=O, O. Product: CN(C(=O)C(F)(F)F)C1CCN(C(=O)OC(C)(C)C)CC1c1ccc(Cl)c(Cl)c1. RXN SMILES: [CH3:31][I:32].[Cl:1][c:2]1[cH:3][c:4]([CH:9]2[CH2:10][N:11]([C:22](=[O:23])[O:24][C:25]([CH3:26])([CH3:27])[CH3:28])[CH2:12][CH2:13][CH:14]2[NH:15][C:16]([C:17]([F:18])([F:19])[F:20])=[O:21])[cH:5][cH:6][c:7]1[Cl:8].[H-:29].[Na+:30].[O:34]=[CH:35][N:36]([CH3:37])[CH3:38].[OH2:33]>>[Cl:1][c:2]1[cH:3][c:4]([CH:9]2[CH2:10][N:11]([C:22](=[O:23])[O:24][C:25]([CH3:26])([CH3:27])[CH3:28])[CH2:12][CH2:13][CH:14]2[N:15]([C:16]([C:17]([F:18])([F:19])[F:20])=[O:21])[CH3:31])[cH:5][cH:6][c:7]1[Cl:8]. Reactants: C(C)(C)(C)N (tert.butylamine), C(C)N1CCOCC1 (N-ethylmorpholine), ClC(=O)OCC(C)C (isobutyl chloroformate), C(C1=CC=CC=C1)OC(=O)N1C(C=2NC3=CC=CC=C3C2CC1)C(=O)O (2-benzyloxycarbonyl-1,2,3,4-tetrahydropyrido[3,4-b]indole-1-carboxylic acid). Solvent: O1CCCC1 (tetrahydrofuran), C(C)(=O)OCC (ethyl acetate). Conditions: time 10 minute. The product is C(C)(C)(C)C1(N(CCC2=C1NC1=CC=CC=C21)C(=O)OCC2=CC=CC=C2)C(=O)N (tert.butyl 2-benzyloxycarbonyl-1,2,3,4-tetrahydropyrido-[3,4-b]indole-1-carboxamide). Reaction SMILES: [CH2:1]([O:8][C:9]([N:11]1[CH2:23][CH2:22][C:21]2[C:20]3[C:15](=[CH:16][CH:17]=[CH:18][CH:19]=3)[NH:14][C:13]=2[CH:12]1[C:24](O)=[O:25])=[O:10])[C:2]1[CH:7]=[CH:6][CH:5]=[CH:4][CH:3]=1.C([N:29]1CCOCC1)C.ClC(O[CH2:39][CH:40]([CH3:42])[CH3:41])=O.C(N)(C)(C)C>O1CCCC1.C(OCC)(=O)C>[C:40]([C:12]1([C:24]([NH2:29])=[O:25])[C:13]2[NH:14][C:15]3[C:20]([C:21]=2[CH2:22][CH2:23][N:11]1[C:9]([O:8][CH2:1][C:2]1[CH:3]=[CH:4][CH:5]=[CH:6][CH:7]=1)=[O:10])=[CH:19][CH:18]=[CH:17][CH:16]=3)([CH3:42])([CH3:41])[CH3:39]. Reported procedure: A solution of 4.54 g of 2-benzyloxycarbonyl-1,2,3,4-tetrahydropyrido[3,4-b]indole-1-carboxylic acid in 45 ml of anhydrous tetrahydrofuran was cooled, while protecting with a drying tube, in an ice/acetone bath. 1.82 ml of N-ethylmorpholine and 1.82 ml of isobutyl chloroformate were added, the mixture was stirred for 10 minutes and then 2.1 ml of tert.butylamine were added. The mixture was then stirred at 0° C. for 40 minutes and at room temperature for 45 minutes, diluted with ethyl acetate and ...